From a dataset of the Open Reaction Database (ORD), a public repository of structured organic reaction records. describe an organic reaction: reactants, conditions, products, and yield Reactants: C(C)(=O)C1=CC=2NC3=CC=CC=C3C2C=C1 (2-acetyl carbazole), CC([O-])C.[Al+3].CC([O-])C.CC([O-])C (aluminum isopropoxide), Polymers 14, CC(=O)C (acetone). The solvent is C=1(C(=CC=CC1)C)C (xylene). The product is C(=C)C1=CC=2NC3=CC=CC=C3C2C=C1 (2-vinylcarbazole). As a reaction SMILES: [C:1]([C:4]1[CH:16]=[CH:15][C:14]2[C:13]3[C:8](=[CH:9][CH:10]=[CH:11][CH:12]=3)[NH:7][C:6]=2[CH:5]=1)(=O)[CH3:2].CC(C)[O-].[Al+3].CC(C)[O-].CC(C)[O-].CC(C)=O>C1(C)C(C)=CC=CC=1>[CH:1]([C:4]1[CH:16]=[CH:15][C:14]2[C:13]3[C:8](=[CH:9][CH:10]=[CH:11][CH:12]=3)[NH:7][C:6]=2[CH:5]=1)=[CH2:2] |f:1.2.3.4|. Procedure: The monomer of this polymer is synthesized in accord with the procedures described by Hyde, Kricke and Ledwith in Polymers 14, 124 (1973). According to their method, a mixture of 24 grams 2-acetyl carbazole and 40 gram aluminum isopropoxide in 75 milliliters of xylene is heated to boiling under reflux conditions. Such heating is continued for three hours, during which time acetone forms within the mixture and is removed therefrom by distillation. Upon cooling, particulates (principally aluminum ... Starting materials: O=C(O)C1CC1Br, [Cl-], CC1CC(=O)NN=C1c1ccc(N)cc1, C1CCOC1. Yields the product CC1CC(=O)NN=C1c1ccc(NC(=O)C2CC2Br)cc1. As a reaction SMILES: [Br:17][CH:18]1[CH:19]([C:21](=[O:22])[OH:23])[CH2:20]1.[Cl-:16].[NH2:1][c:2]1[cH:3][cH:4][c:5]([C:8]2=[N:13][NH:12][C:11](=[O:14])[CH2:10][CH:9]2[CH3:15])[cH:6][cH:7]1.[O:24]1[CH2:25][CH2:26][CH2:27][CH2:28]1>>[NH:1]([c:2]1[cH:3][cH:4][c:5]([C:8]2=[N:13][NH:12][C:11](=[O:14])[CH2:10][CH:9]2[CH3:15])[cH:6][cH:7]1)[C:21]([CH:19]1[CH:18]([Br:17])[CH2:20]1)=[O:22]. The reactants are CCN(CC)CCNC(=O)c1c(C)[nH]c(C=O)c1C, C1CCNCC1, CCO, O=C1Cc2c(cccc2-c2ccccc2F)N1. Yields the product CCN(CC)CCNC(=O)c1c(C)[nH]c(C=C2C(=O)Nc3cccc(-c4ccccc4F)c32)c1C. RXN SMILES: [CH2:18]([CH3:19])[N:20]([CH2:21][CH2:22][NH:23][C:24](=[O:25])[c:26]1[c:27]([CH3:34])[nH:28][c:29]([CH:32]=[O:33])[c:30]1[CH3:31])[CH2:35][CH3:36].[CH2:37]1[CH2:38][CH2:39][NH:40][CH2:41][CH2:42]1.[CH3:43][CH2:44][OH:45].[F:1][c:2]1[c:3](-[c:8]2[c:9]3[c:13]([cH:14][cH:15][cH:16]2)[NH:12][C:11](=[O:17])[CH2:10]3)[cH:4][cH:5][cH:6][cH:7]1>>[F:1][c:2]1[c:3](-[c:8]2[c:9]3[c:13]([cH:14][cH:15][cH:16]2)[NH:12][C:11](=[O:17])[C:10]3=[CH:32][c:29]2[nH:28][c:27]([CH3:34])[c:26]([C:24]([NH:23][CH2:22][CH2:21][N:20]([CH2:18][CH3:19])[CH2:35][CH3:36])=[O:25])[c:30]2[CH3:31])[cH:4][cH:5][cH:6][cH:7]1.